From a dataset of the Open Reaction Database (ORD), a public repository of structured organic reaction records. describe an organic reaction: reactants, conditions, products, and yield Starting materials: O=[N+]([O-])c1nn(C2CCCCO2)cc1Br, O=[N+]([O-])c1c(Br)cnn1C1CCCCO1, O=C([O-])[O-], COCCOC, OB(O)c1cc(Cl)ccc1O, [K+], [K+], O, c1ccc(P(c2ccccc2)(c2ccccc2)[Pd](P(c2ccccc2)(c2ccccc2)c2ccccc2)(P(c2ccccc2)(c2ccccc2)c2ccccc2)P(c2ccccc2)(c2ccccc2)c2ccccc2)cc1. Yields the product O=[N+]([O-])c1nn(C2CCCCO2)cc1-c1cc(Cl)ccc1O. RXN SMILES: [Br:12][c:13]1[c:14]([N+:24](=[O:25])[O-:26])[n:15][n:16]([CH:18]2[O:19][CH2:20][CH2:21][CH2:22][CH2:23]2)[cH:17]1.[Br:27][c:28]1[cH:29][n:30][n:31]([CH:32]2[CH2:33][CH2:34][CH2:35][CH2:36][O:37]2)[c:38]1[N+:39]([O-:40])=[O:41].[C:48](=[O:49])([O-:50])[O-:51].[CH3:42][O:43][CH2:44][CH2:45][O:46][CH3:47].[Cl:1][c:2]1[cH:3][cH:4][c:5]([OH:11])[c:6]([B:8]([OH:9])[OH:10])[cH:7]1.[K+:52].[K+:53].[OH2:54].[cH:55]1[cH:56][cH:57][c:58]([P:59]([Pd:60]([P:61]([c:62]2[cH:63][cH:64][cH:65][cH:66][cH:67]2)([c:68]2[cH:69][cH:70][cH:71][cH:72][cH:73]2)[c:74]2[cH:75][cH:76][cH:77][cH:78][cH:79]2)([P:80]([c:81]2[cH:82][cH:83][cH:84][cH:85][cH:86]2)([c:87]2[cH:88][cH:89][cH:90][cH:91][cH:92]2)[c:93]2[cH:94][cH:95][cH:96][cH:97][cH:98]2)[P:99]([c:100]2[cH:101][cH:102][cH:103][cH:104][cH:105]2)([c:106]2[cH:107][cH:108][cH:109][cH:110][cH:111]2)[c:112]2[cH:113][cH:114][cH:115][cH:116][cH:117]2)([c:118]2[cH:119][cH:120][cH:121][cH:122][cH:123]2)[c:124]2[cH:125][cH:126][cH:127][cH:128][cH:129]2)[cH:130][cH:131]1>>[Cl:1][c:2]1[cH:3][cH:4][c:5]([OH:11])[c:6](-[c:13]2[c:14]([N+:24](=[O:25])[O-:26])[n:15][n:16]([CH:18]3[O:19][CH2:20][CH2:21][CH2:22][CH2:23]3)[cH:17]2)[cH:7]1. As a reaction SMILES: [OH:1][C:2]1[CH:7]=[CH:6][C:5]([S:8]([N:11]=[N+:12]=[N-:13])(=[O:10])=[O:9])=[CH:4][CH:3]=1.[OH-].[Na+].[CH2:16](Br)[CH:17]=[CH2:18].O>CN(C=O)C>[CH2:18]([O:1][C:2]1[CH:7]=[CH:6][C:5]([S:8]([N:11]=[N+:12]=[N-:13])(=[O:9])=[O:10])=[CH:4][CH:3]=1)[CH:17]=[CH2:16] |f:1.2|. Run at time 16 hour. Run in CN(C)C=O (DMF). Starting materials: OC1=CC=C(C=C1)S(=O)(=O)N=[N+]=[N-] (4-hydroxybenzenesulfonyl azide), O (water), [OH-].[Na+] (sodium hydroxide), C(C=C)Br (allylbromide). Procedure details: 4-hydroxybenzenesulfonyl azide synthesized in Synthetic example 2 (1.72 g, 8.63 mmol, and 1.00 Eq) was dissolved in DMF (17 mL), and then sodium hydroxide (354 mg, 8.85 mmol, and 1.03 Eq) and allylbromide (14.0 g, 116 mmol, and 13.4 Eq) were added thereto. The solution was stirred at room temperature for 16 hours and water (50 mL) was added thereto, followed by extraction with diethylether (3×20 mL). The obtained organic layer was dried with sodium sulfate and the organic solvent was removed by ... The product is C(C=C)OC1=CC=C(C=C1)S(=O)(=O)N=[N+]=[N-] (4-allyloxybenzenesulphonyl azide).